Dataset: the Open Reaction Database (ORD), a public repository of structured organic reaction records. Task: describe an organic reaction: reactants, conditions, products, and yield Starting materials: Cl.ClCC=1N(C=CN1)CC1=CC(=CC(=C1)Cl)Cl (2-(Chloromethyl)-1-(3,5-dichlorobenzyl)-1H-imidazole hydrochloride), C1(CCCCC1)O (cyclohexanol). The solvent is C(C)#N (acetonitrile). Conditions: temperature 120 celsius. The product is C1(CCCCC1)OCC=1N(C=CN1)CC1=CC(=CC(=C1)Cl)Cl (2-Cyclohexyloxymethyl-1-(3,5-dichloro-benzyl)-1H-imidazole). Isolated yield 10.1%. Reaction SMILES: Cl.Cl[CH2:3][C:4]1[N:5]([CH2:9][C:10]2[CH:15]=[C:14]([Cl:16])[CH:13]=[C:12]([Cl:17])[CH:11]=2)[CH:6]=[CH:7][N:8]=1.[CH:18]1([OH:24])[CH2:23][CH2:22][CH2:21][CH2:20][CH2:19]1>C(#N)C>[CH:18]1([O:24][CH2:3][C:4]2[N:5]([CH2:9][C:10]3[CH:15]=[C:14]([Cl:16])[CH:13]=[C:12]([Cl:17])[CH:11]=3)[CH:6]=[CH:7][N:8]=2)[CH2:23][CH2:22][CH2:21][CH2:20][CH2:19]1 |f:0.1|. Procedure details: 2-(Chloromethyl)-1-(3,5-dichlorobenzyl)-1H-imidazole hydrochloride (see Example 1) (100 mg, 0.32 mmol), cyclohexanol (160 mg, 1.6 mmol) and acetonitrile (1 mL) were combined in a Smith Process Vial. The reaction mixture was heated in a SmithSynthesizer™ (Personal Chemistry) microwave at 120° C. for 30 min. The heterogeneous solution was filtered and the solid was washed with acetonitrile. The filtrate was concentrated and the resulting semi-solid was partitioned between CH2Cl2 (10 mL) and 5% Na2... Starting materials: CN(C)C=O, ClCc1c[nH]cn1, Cl, [H-], [Na+], N#CC(c1ccccc1)c1ccccc1. The product is N#CC(Cc1c[nH]cn1)(c1ccccc1)c1ccccc1. Reaction SMILES: [CH3:26][N:27]([CH3:28])[CH:29]=[O:30].[Cl:19][CH2:20][c:21]1[n:22][cH:23][nH:24][cH:25]1.[ClH:18].[H-:16].[Na+:17].[c:1]1([CH:7]([C:8]#[N:9])[c:10]2[cH:11][cH:12][cH:13][cH:14][cH:15]2)[cH:2][cH:3][cH:4][cH:5][cH:6]1>>[c:1]1([C:7]([C:8]#[N:9])([c:10]2[cH:11][cH:12][cH:13][cH:14][cH:15]2)[CH2:20][c:21]2[n:22][cH:23][nH:24][cH:25]2)[cH:2][cH:3][cH:4][cH:5][cH:6]1.